From a dataset of the Open Reaction Database (ORD), a public repository of structured organic reaction records. describe an organic reaction: reactants, conditions, products, and yield Reactants: O (water), Cl.C1NC[C@H]2[C@@H]1CC(C2)CO ((3aR,6aS)-octahydrocyclopenta[c]pyrrol-5-ylmethanol hydrochloride), C([O-])([O-])=O.[K+].[K+] (potassium carbonate), FC1=C(C=C(C=C1)C(F)(F)F)C(F)(F)F (1-fluoro-2,4-bis(trifluoromethyl)benzene). The solvent is CN(C)C=O (DMF). Reaction conditions: temperature 80 celsius, time 3 hour. Product: FC(C1=C(C=CC(=C1)C(F)(F)F)N1C[C@@H]2[C@H](C1)CC(C2)C=O)(F)F ((3aR,6aS)-2-[2,4-bis(trifluoromethyl)phenyl]octahydrocyclopenta[c]pyrrole-5-carbaldehyde). The yield is 12.6%. Reaction SMILES: Cl.[CH2:2]1[C@H:6]2[CH2:7][CH:8]([CH2:10][OH:11])[CH2:9][C@H:5]2[CH2:4][NH:3]1.C(=O)([O-])[O-].[K+].[K+].F[C:19]1[CH:24]=[CH:23][C:22]([C:25]([F:28])([F:27])[F:26])=[CH:21][C:20]=1[C:29]([F:32])([F:31])[F:30].O>CN(C=O)C>[F:26][C:25]([F:27])([F:28])[C:22]1[CH:21]=[C:20]([C:29]([F:30])([F:31])[F:32])[CH:19]=[CH:24][C:23]=1[N:3]1[CH2:4][C@@H:5]2[CH2:9][CH:8]([CH:10]=[O:11])[CH2:7][C@@H:6]2[CH2:2]1 |f:0.1,2.3.4|. Reported procedure: To a solution of (3aR,6aS)-octahydrocyclopenta[c]pyrrol-5-ylmethanol hydrochloride (862 mg) and potassium carbonate (1.68 g) in DMF (10 mL) was added 1-fluoro-2,4-bis(trifluoromethyl)benzene (1.24 g). The reaction mixture was stirred at 80° C. for 3 hr, water was added, and the mixture was extracted with ethyl acetate. The extract was washed with water and saturated brine, and dried over anhydrous magnesium sulfate, and the solvent was evaporated under reduced pressure. The residue was purified ... The reactants are CS(=O)(=O)Cl, CCOC(C)=O, ClCCl, CCCC1CC(=O)C2=C(C1)NC(C)=C(C#N)C2c1cc(Br)c(OCc2cccc(N)c2)c(NS(C)(=O)=O)c1, c1ccncc1. Product: CCCC1CC(=O)C2=C(C1)NC(C)=C(C#N)C2c1cc(Br)c(OCc2cccc(NS(C)(=O)=O)c2)c(NS(C)(=O)=O)c1. Reaction SMILES: [CH3:45][S:46]([Cl:47])(=[O:48])=[O:49].[CH3:53][CH2:54][O:55][C:56](=[O:57])[CH3:58].[Cl:50][CH2:51][Cl:52].[NH2:1][c:2]1[cH:3][c:4]([CH2:5][O:6][c:7]2[c:8]([NH:31][S:32](=[O:33])(=[O:34])[CH3:35])[cH:9][c:10]([CH:14]3[C:15]([C:29]#[N:30])=[C:16]([CH3:28])[NH:17][C:18]4=[C:23]3[C:22](=[O:24])[CH2:21][CH:20]([CH2:25][CH2:26][CH3:27])[CH2:19]4)[cH:11][c:12]2[Br:13])[cH:36][cH:37][cH:38]1.[cH:39]1[cH:40][cH:41][n:42][cH:43][cH:44]1>>[NH:1]([c:2]1[cH:3][c:4]([CH2:5][O:6][c:7]2[c:8]([NH:31][S:32](=[O:33])(=[O:34])[CH3:35])[cH:9][c:10]([CH:14]3[C:15]([C:29]#[N:30])=[C:16]([CH3:28])[NH:17][C:18]4=[C:23]3[C:22](=[O:24])[CH2:21][CH:20]([CH2:25][CH2:26][CH3:27])[CH2:19]4)[cH:11][c:12]2[Br:13])[cH:36][cH:37][cH:38]1)[S:46]([CH3:45])(=[O:48])=[O:49]. Reactants: ClC=1C(=NC(=NC1)NC1=CC2=C(N(CCN(C2)CCOC)C)C=C1)NC1=C(C=CC=C1)NS(=O)(=O)C (N-(2-{5-Chloro-2-[4-(2-methoxy-ethyl)-1-methyl-2,3,4,5-tetrahydro-1H-benzo[e][1,4]diazepin-7-ylamino]-pyrimidin-4-ylamino}-phenyl)-methanesulfonamide), ClC=1C(=NC(=NC1)NC1=CC2=C(N(CCNC2)C)C=C1)NC1=C(C=CC=C1)NS(=O)(=O)C (N-{2-[5-chloro-2-(1-methyl-2,3,4,5-tetrahydro-1H-benzo[e][1,4]diazepin-7-ylamino)-pyrimidin-4-ylamino]-phenyl}-methanesulfonamide), C(C)(C)N(CC)C(C)C (diisopropylethylamine), BrCCOC (1-bromo-2-methoxyethane). The solvent is CN(C)C=O (DMF). Run at time 8 hour. The product is [NH4+].[OH-] (NH4OH), ClC=1C(=NC(=NC1)NC1=CC2=C(N(CCN(C2)CCOC)C)C=C1)NC1=C(C=CC=C1)NS(=O)(=O)C (N-(2-{5-Chloro-2-[4-(2-methoxy-ethyl)-1-methyl-2,3,4,5-tetrahydro-1H-benzo[e][1,4]diazepin-7-ylamino]-pyrimidin-4-ylamino}-phenyl)-methanesulfonamide). Yield: 47.0%. RXN SMILES: [Cl:1][C:2]1[C:3]([NH:25][C:26]2[CH:31]=[CH:30][CH:29]=[CH:28][C:27]=2[NH:32][S:33]([CH3:36])(=[O:35])=[O:34])=[N:4][C:5]([NH:8][C:9]2[CH:24]=[CH:23][C:12]3[N:13]([CH3:22])[CH2:14][CH2:15][N:16]([CH2:18][CH2:19][O:20][CH3:21])[CH2:17][C:11]=3[CH:10]=2)=[N:6][CH:7]=1.ClC1C(NC2C=CC=CC=2NS(C)(=O)=O)=NC(NC2C=CC3N(C)CCNCC=3C=2)=NC=1.C(N(C(C)C)CC)(C)C.BrCCOC>CN(C=O)C>[NH4+:4].[OH-:20].[Cl:1][C:2]1[C:3]([NH:25][C:26]2[CH:31]=[CH:30][CH:29]=[CH:28][C:27]=2[NH:32][S:33]([CH3:36])(=[O:34])=[O:35])=[N:4][C:5]([NH:8][C:9]2[CH:24]=[CH:23][C:12]3[N:13]([CH3:22])[CH2:14][CH2:15][N:16]([CH2:18][CH2:19][O:20][CH3:21])[CH2:17][C:11]=3[CH:10]=2)=[N:6][CH:7]=1 |f:5.6|. Procedure details: N-(2-{5-Chloro-2-[4-(2-methoxy-ethyl)-1-methyl-2,3,4,5-tetrahydro-1H-benzo[e][1,4]diazepin-7-ylamino]-pyrimidin-4-ylamino}-phenyl)-methanesulfonamide. To a solution of N-{2-[5-chloro-2-(1-methyl-2,3,4,5-tetrahydro-1H-benzo[e][1,4]diazepin-7-ylamino)-pyrimidin-4-ylamino]-phenyl}-methanesulfonamide (53 mg, 0.11 mmol) in DMF (2 mL) was added diisopropylethylamine (30 μL) and 1-bromo-2-methoxyethane (31 μL, 0.34 mmol). A few milligrams of KI was added and the mixture was allowed to stir at room temp...